This data is from the Open Reaction Database (ORD), a public repository of structured organic reaction records. The task is: describe an organic reaction: reactants, conditions, products, and yield The reactants are C(C)OP(=O)(OCC)CC=1C=C(C=C(C1)C(=O)OCC)C(=O)OCC (diethyl 5-[(diethoxyphosphinyl)methyl]-1,3-benzenedicarboxylate). The solvent is Cl (HCl). The product is P(=O)(O)(O)CC=1C=C(C=C(C1)C(=O)O)C(=O)O (5-phosphonomethyl-1,3-benzenedicarboxylic acid). Yield: 43.8%. RXN SMILES: C([O:3][P:4]([CH2:9][C:10]1[CH:11]=[C:12]([C:21]([O:23]CC)=[O:22])[CH:13]=[C:14]([C:16]([O:18]CC)=[O:17])[CH:15]=1)([O:6]CC)=[O:5])C>Cl>[P:4]([CH2:9][C:10]1[CH:15]=[C:14]([C:16]([OH:18])=[O:17])[CH:13]=[C:12]([C:21]([OH:23])=[O:22])[CH:11]=1)([OH:6])([OH:5])=[O:3]. Procedure details: A solution of diethyl 5-[(diethoxyphosphinyl)methyl]-1,3-benzenedicarboxylate (0.186 g, 0.5 mmol) in 12 N HCl (2.5 mL) was heated at 100° C. for 24 hours. The resulting precipitate was washed with water and dried under vacuum to give 0.057 g of white powder (41% yield).